Dataset: the Open Reaction Database (ORD), a public repository of structured organic reaction records. Task: describe an organic reaction: reactants, conditions, products, and yield Starting materials: Cc1ccc(S(=O)(=O)n2ccc3c2nc(Cl)n2c(=O)c4c(F)cccc4nc32)cc1, COc1ccc(N(C)C(=O)CN(C)C)cc1N, C1CCOC1. The product is COc1ccc(N(C)C(=O)CN(C)C)cc1Nc1nc2c(ccn2S(=O)(=O)c2ccc(C)cc2)c2nc3cccc(F)c3c(=O)n12. Reaction SMILES: [Cl:1][c:2]1[n:3][c:4]2[c:5]([c:6]3[n:7][c:8]4[cH:9][cH:10][cH:11][c:12]([F:17])[c:13]4[c:14](=[O:16])[n:15]13)[cH:18][cH:19][n:20]2[S:21](=[O:22])(=[O:23])[c:24]1[cH:25][cH:26][c:27]([CH3:30])[cH:28][cH:29]1.[NH2:31][c:32]1[cH:33][c:34]([N:40]([C:41]([CH2:42][N:43]([CH3:44])[CH3:45])=[O:46])[CH3:47])[cH:35][cH:36][c:37]1[O:38][CH3:39].[O:48]1[CH2:49][CH2:50][CH2:51][CH2:52]1>>[c:2]1([NH:31][c:32]2[cH:33][c:34]([N:40]([C:41]([CH2:42][N:43]([CH3:44])[CH3:45])=[O:46])[CH3:47])[cH:35][cH:36][c:37]2[O:38][CH3:39])[n:3][c:4]2[c:5]([c:6]3[n:7][c:8]4[cH:9][cH:10][cH:11][c:12]([F:17])[c:13]4[c:14](=[O:16])[n:15]13)[cH:18][cH:19][n:20]2[S:21](=[O:22])(=[O:23])[c:24]1[cH:25][cH:26][c:27]([CH3:30])[cH:28][cH:29]1. Starting materials: C(\C=C\CCCCCCC)(=O)O (trans-2-decenoic acid), CN(CC(CO)(C)C)C (3-dimethylamino-2,2-dimethyl-1-propanol). Product: C(\C=C\CCCCCCC)(=O)OCC(CN(C)C)(C)C ((E)-3-(dimethylamino)-2,2-dimethylpropyl dec-2-enoate). RXN SMILES: [C:1]([OH:12])(=[O:11])/[CH:2]=[CH:3]/[CH2:4][CH2:5][CH2:6][CH2:7][CH2:8][CH2:9][CH3:10].[CH3:13][N:14]([CH3:21])[CH2:15][C:16]([CH3:20])([CH3:19])[CH2:17]O>>[C:1]([O:12][CH2:17][C:16]([CH3:20])([CH3:19])[CH2:15][N:14]([CH3:21])[CH3:13])(=[O:11])/[CH:2]=[CH:3]/[CH2:4][CH2:5][CH2:6][CH2:7][CH2:8][CH2:9][CH3:10]. Procedure: The same operation as in Example 1-1 or 1-2 was carried out using trans-2-decenoic acid and 3-dimethylamino-2,2-dimethyl-1-propanol as starting materials to give the aimed compound. Procedure: To a suspension of 8.81 g (0.183 mol) 50% NaH in 300 ml of DMF was added, dropwise, a solution of 27.5 g (0.131 mol) of methyl 6-fluoro-2,3-dihydro-4H-benzopyran-4-carboxylate in 100 ml of DMF. After stirring at room temperature for 1 hour, a solution of 33 g (0.183 mol) of methyl 4-bromobutyrate in 25 ml of DMF was added. The resultant homogeneous solution was stirred at room temperature for 16 hours and then poured onto ice/H2O and acidified to pH 3.0 with concentrated HCl. The aqueous was ext... Reaction conditions: time 1 hour. RXN SMILES: [H-].[Na+].[F:3][C:4]1[CH:5]=[CH:6][C:7]2[O:12][CH2:11][CH2:10][CH:9]([C:13]([O:15][CH3:16])=[O:14])[C:8]=2[CH:17]=1.Br[CH2:19][CH2:20][CH2:21][C:22]([O:24][CH3:25])=[O:23].Cl>CN(C=O)C>[F:3][C:4]1[CH:5]=[CH:6][C:7]2[O:12][CH2:11][CH2:10][C:9]([C:13]([O:15][CH3:16])=[O:14])([CH2:19][CH2:20][CH2:21][C:22]([O:24][CH3:25])=[O:23])[C:8]=2[CH:17]=1 |f:0.1|. Run in CN(C)C=O (DMF), CN(C)C=O (DMF), CN(C)C=O (DMF). Product: FC=1C=CC2=C(C(CCO2)(CCCC(=O)OC)C(=O)OC)C1 (Methyl 6-Fluoro-3,4-dihydro-4-(methoxycarbonyl)-2H-benzopyran-4-butanoate). Reactants: BrCCCC(=O)OC (methyl 4-bromobutyrate), Cl (HCl), [H-].[Na+] (NaH), FC=1C=CC2=C(C(CCO2)C(=O)OC)C1 (methyl 6-fluoro-2,3-dihydro-4H-benzopyran-4-carboxylate). Starting materials: CC(C(=O)c1ccc(F)cc1F)c1cccnc1, C1CCOC1, O. Product: CC(c1cccnc1)C1(c2ccc(F)cc2F)CO1. RXN SMILES: [F:1][c:2]1[c:3]([C:9]([CH:10]([CH3:11])[c:12]2[cH:13][n:14][cH:15][cH:16][cH:17]2)=[O:18])[cH:4][cH:5][c:6]([F:8])[cH:7]1.[O:19]1[CH2:20][CH2:23][CH2:22][CH2:21]1.[OH2:24]>>[F:1][c:2]1[c:3]([C:9]2([CH:10]([CH3:11])[c:12]3[cH:13][n:14][cH:15][cH:16][cH:17]3)[O:18][CH2:20]2)[cH:4][cH:5][c:6]([F:8])[cH:7]1. Starting materials: BrCCCCCCC1(C(NC2=CC=CC=C12)=O)CC (3-(6-bromohexyl)-3-ethyl-1,3-dihydro-2H-indol-2-one), ClC=1C=C(C=CC1)N1CCNCC1 (1-(3-chlorophenyl)-piperazine). Yields the product Cl.ClC=1C=C(C=CC1)N1CCN(CC1)CCCCCCC1(C(NC2=CC=CC=C12)=O)CC (3-{6-[4-(3-chlorophenyl)-piperazine-1-yl]-hexyl}-3-ethyl-1,3-dihydro-2H-indol-2-one monohydrochloride). As a reaction SMILES: Br[CH2:2][CH2:3][CH2:4][CH2:5][CH2:6][CH2:7][C:8]1([CH2:18][CH3:19])[C:16]2[C:11](=[CH:12][CH:13]=[CH:14][CH:15]=2)[NH:10][C:9]1=[O:17].[Cl:20][C:21]1[CH:22]=[C:23]([N:27]2[CH2:32][CH2:31][NH:30][CH2:29][CH2:28]2)[CH:24]=[CH:25][CH:26]=1>>[ClH:20].[Cl:20][C:21]1[CH:22]=[C:23]([N:27]2[CH2:32][CH2:31][N:30]([CH2:2][CH2:3][CH2:4][CH2:5][CH2:6][CH2:7][C:8]3([CH2:18][CH3:19])[C:16]4[C:11](=[CH:12][CH:13]=[CH:14][CH:15]=4)[NH:10][C:9]3=[O:17])[CH2:29][CH2:28]2)[CH:24]=[CH:25][CH:26]=1 |f:2.3|. Procedure details: The title compound is prepared according to process H starting from 3-(6-bromohexyl)-3-ethyl-1,3-dihydro-2H-indol-2-one and 1-(3-chlorophenyl)-piperazine and the reaction mixture is processed according to method 2. Starting materials: BrC1=CC=C(C=C1)I (4-bromo-iodobenzene), C(CO)O (ethyleneglycol), P(=O)([O-])([O-])[O-].[K+].[K+].[K+] (potassium phosphate), N1CC(CC1)N1CCCCC1 (1-pyrrolidin-3-yl-piperidine). Reagents/catalysts: [Cu]I (CuI). The solvent is C(C)(C)O (isopropanol), CCOC(=O)C (EtOAc). Reaction conditions: temperature 80 celsius, time 15 hour. The product is BrC1=CC=C(C=C1)N1CC(CC1)N1CCCCC1 (1-[1-(4-bromo-phenyl)-pyrrolidin-3-yl]-piperidin). RXN SMILES: [Br:1][C:2]1[CH:7]=[CH:6][C:5](I)=[CH:4][CH:3]=1.C(O)CO.P([O-])([O-])([O-])=O.[K+].[K+].[K+].[NH:21]1[CH2:25][CH2:24][CH:23]([N:26]2[CH2:31][CH2:30][CH2:29][CH2:28][CH2:27]2)[CH2:22]1>C(O)(C)C.CCOC(C)=O.[Cu]I>[Br:1][C:2]1[CH:7]=[CH:6][C:5]([N:21]2[CH2:25][CH2:24][CH:23]([N:26]3[CH2:27][CH2:28][CH2:29][CH2:30][CH2:31]3)[CH2:22]2)=[CH:4][CH:3]=1 |f:2.3.4.5|. Procedure: 283 mg (1.00 mmol) 4-bromo-iodobenzene, 10 mg (0.05 mmol) CuI, 124 mg (2.00 mmol) ethyleneglycol and 424 mg (2.00 mmol) potassium phosphate are added to a reaction vessel, which is evacuated and rinsed with argon several times. Then 154 mg (1.00 mmol) 1-pyrrolidin-3-yl-piperidine in 1 mL isopropanol are added and the reaction is shaken for 15 h at 80° C. The reaction solution is diluted with EtOAc and extracted twice with 5% ammonia solution. The organic phase is dried over MgSO4 and the solvent...